The task is: describe an organic reaction: reactants, conditions, products, and yield. This data is from the Open Reaction Database (ORD), a public repository of structured organic reaction records. The reactants are O=C[C@H](O)[C@@H](O)[C@H](O)[C@H](O)CO (glucose), nicotine adenine dinucleotide phosphate, glucose amino, C(C)(=O)OCCCC (butyl acetate), BrCC(CC(=O)OC)=O (methyl 4-bromo-3-oxobutanoate), C([O-])([O-])=O.[Na+].[Na+] (sodium carbonate). The reagents and catalysts are O=C[C@H](O)[C@@H](O)[C@H](O)[C@H](O)CO (glucose). Solvent: P(=O)([O-])([O-])[O-] (phosphate), CC(=O)C (acetone). The product is BrC[C@H](CC(=O)OC)O (methyl (S)-4-bromo-3-hydroxybutanoate). The yield is 74.9%. As a reaction SMILES: O=C[C@@H]([C@H]([C@@H]([C@@H](CO)O)O)O)O.C(OCCCC)(=O)C.[Br:21][CH2:22][C:23](=[O:29])[CH2:24][C:25]([O:27][CH3:28])=[O:26].C(=O)([O-])[O-].[Na+].[Na+]>P([O-])([O-])([O-])=O.O=C[C@@H]([C@H]([C@@H]([C@@H](CO)O)O)O)O.CC(C)=O>[Br:21][CH2:22][C@@H:23]([OH:29])[CH2:24][C:25]([O:27][CH3:28])=[O:26] |f:3.4.5|. Procedure: A solution was prepared by dissolving 75 g of glucose, 0.85 g of oxidized form of nicotine adenine dinucleotide phosphate, 0.11 g of glucose dehydrogenase (glucose amino 2; by Amano enzyme) in 1500 g of a phosphate buffer solution (pH 6.5) and 1300 g of butyl acetate and 37 g of methyl 4-bromo-3-oxobutanoate were added thereto, and then 150 g of the acetone-treated cells of Penicillium citrinum IFO 463described above were added to thereto under stirring. 15% aqueous sodium carbonate solution was... Starting materials: CO, COC(=O)c1cccc(C=O)c1, Cl, NO, O. RXN SMILES: [CH3:13][OH:14].[CH3:1][O:2][C:3]([c:4]1[cH:5][c:6]([CH:10]=[O:11])[cH:7][cH:8][cH:9]1)=[O:12].[ClH:15].[NH2:16][OH:17].[OH2:18]>>[CH3:1][O:2][C:3]([c:4]1[cH:5][c:6]([CH:10]=[N:16][OH:17])[cH:7][cH:8][cH:9]1)=[O:12]. The product is COC(=O)c1cccc(C=NO)c1. The reactants are CC(=O)Nc1ccc(CC#N)cc1, CC(=O)OC(C)=O, O=[N+]([O-])O. The product is CC(=O)Nc1ccc(CC#N)cc1[N+](=O)[O-]. As a reaction SMILES: [C:5](#[N:6])[CH2:7][c:8]1[cH:9][cH:10][c:11]([NH:14][C:15]([CH3:16])=[O:17])[cH:12][cH:13]1.[CH3:18][C:19]([O:20][C:21](=[O:22])[CH3:23])=[O:24].[OH:1][N+:2]([O-:3])=[O:4]>>[O-:1][N+:2](=[O:4])[c:10]1[cH:9][c:8]([CH2:7][C:5]#[N:6])[cH:13][cH:12][c:11]1[NH:14][C:15]([CH3:16])=[O:17]. The reactants are ClC1=CC=C(C=C1)S(=O)(=O)Cl (4-chlorophenylsulfonyl chloride), ClC1=CC=C2C(=CC=NC2=C1)NC1=CC=C(C=C1)S(=O)(=O)N1CCNCC1 ([[4-[(7-chloro-4-quinolinyl)amino]-phenyl]sulfonyl]piperazine). Yields the product ClC1=CC=C(C=C1)S(=O)(=O)N1CCN(CC1)S(=O)(=O)C1=CC=C(C=C1)NC1=CC=NC2=CC(=CC=C12)Cl (1-[(4-chlorophenyl)sulfonyl]-4-[[4-[[7-chloro-4-quinolinyl]amino]phenyl]sulfonyl]-piperazine). Reaction SMILES: [Cl:1][C:2]1[CH:7]=[CH:6][C:5]([S:8](Cl)(=[O:10])=[O:9])=[CH:4][CH:3]=1.[Cl:12][C:13]1[CH:22]=[C:21]2[C:16]([C:17]([NH:23][C:24]3[CH:29]=[CH:28][C:27]([S:30]([N:33]4[CH2:38][CH2:37][NH:36][CH2:35][CH2:34]4)(=[O:32])=[O:31])=[CH:26][CH:25]=3)=[CH:18][CH:19]=[N:20]2)=[CH:15][CH:14]=1>>[Cl:1][C:2]1[CH:7]=[CH:6][C:5]([S:8]([N:36]2[CH2:37][CH2:38][N:33]([S:30]([C:27]3[CH:28]=[CH:29][C:24]([NH:23][C:17]4[C:16]5[C:21](=[CH:22][C:13]([Cl:12])=[CH:14][CH:15]=5)[N:20]=[CH:19][CH:18]=4)=[CH:25][CH:26]=3)(=[O:31])=[O:32])[CH2:34][CH2:35]2)(=[O:10])=[O:9])=[CH:4][CH:3]=1. Procedure details: In the manner given in Example 13 but using 4-chlorophenylsulfonyl chloride in place of sulfamoyl chloride, and [[4-[(7-chloro-4-quinolinyl)amino]-phenyl]sulfonyl]piperazine, 1-[(4-chlorophenyl)sulfonyl]-4-[[4-[[7-chloro-4-quinolinyl]amino]phenyl]sulfonyl]-piperazine is obtained.